This data is from the Open Reaction Database (ORD), a public repository of structured organic reaction records. The task is: describe an organic reaction: reactants, conditions, products, and yield Starting materials: C(C#C)NCC=1NC(C2=C(N1)CCOC2)=O (2-((prop-2-ynylamino)methyl)-7,8-dihydro-3H-pyrano[4,3-d]pyrimidin-4(5H)-one), FC1=CC=C(C(=O)C2CCN(CC2)CC(=O)O)C=C1 (2-(4-(4-fluorobenzoyl)piperidin-1-yl)acetic acid), C25H27FN4O4. Product: FC1=CC=C(C(=O)C2CCN(CC2)CC(=O)N(CC#C)CC=2NC(C3=C(N2)CCOC3)=O)C=C1 (2-(4-(4-Fluorobenzoyl)piperidin-1-yl)-N-((4-oxo-4,5,7,8-tetrahydro-3H-pyrano[4,3-d]pyrimidin-2-yl)methyl)-N-(prop-2-ynyl)acetamide). As a reaction SMILES: [CH2:1]([NH:4][CH2:5][C:6]1[NH:7][C:8](=[O:16])[C:9]2[CH2:15][O:14][CH2:13][CH2:12][C:10]=2[N:11]=1)[C:2]#[CH:3].[F:17][C:18]1[CH:35]=[CH:34][C:21]([C:22]([CH:24]2[CH2:29][CH2:28][N:27]([CH2:30][C:31](O)=[O:32])[CH2:26][CH2:25]2)=[O:23])=[CH:20][CH:19]=1>>[F:17][C:18]1[CH:19]=[CH:20][C:21]([C:22]([CH:24]2[CH2:25][CH2:26][N:27]([CH2:30][C:31]([N:4]([CH2:5][C:6]3[NH:7][C:8](=[O:16])[C:9]4[CH2:15][O:14][CH2:13][CH2:12][C:10]=4[N:11]=3)[CH2:1][C:2]#[CH:3])=[O:32])[CH2:28][CH2:29]2)=[O:23])=[CH:34][CH:35]=1. Procedure details: Following the general procedure of Example 4, the title compound was prepared (44.3 mg) from 2-((prop-2-ynylamino)methyl)-7,8-dihydro-3H-pyrano[4,3-d]pyrimidin-4(5H)-one and 2-(4-(4-fluorobenzoyl)piperidin-1-yl)acetic acid. Exact mass calculated for C25H27FN4O4 466.5. found 467.7 (ESI, M+H); 1H NMR (400 MHz, dichloromethane-d2) δ ppm 7.98 (dd, J=9.09, 5.56 Hz, 2H) 7.20 (t, J=8.59 Hz, 2H) 4.67 (d, J=9.60 Hz, 2H) 4.51 (d, J=15.16 Hz, 2H) 4.26-4.41 (m, 3H) 4.22 (br. s., 2H) 3.88-4.01 (m, 4H) 2.63-2... The reactants are N(=O)[O-].[Na+] (sodium nitrite), NC1=CC(NC(N1CC1=CC=NC=C1)=O)=O (6-amino-1-(4-picolyl)-uracil), C([O-])(O)=O.[Na+] (sodium bicarbonate). Solvent: O (water), Cl (HCl). Conditions: time 15 minute. Product: NC1=C(C(NC(N1CC1=CC=NC=C1)=O)=O)N=O (6-Amino-5-nitroso-1-(4-Picolyl)-uracil). Reaction SMILES: [N:1]([O-:3])=O.[Na+].[NH2:5][C:6]1[N:11]([CH2:12][C:13]2[CH:18]=[CH:17][N:16]=[CH:15][CH:14]=2)[C:10](=[O:19])[NH:9][C:8](=[O:20])[CH:7]=1.C(=O)(O)[O-].[Na+]>O.Cl>[NH2:5][C:6]1[N:11]([CH2:12][C:13]2[CH:14]=[CH:15][N:16]=[CH:17][CH:18]=2)[C:10](=[O:19])[NH:9][C:8](=[O:20])[C:7]=1[N:1]=[O:3] |f:0.1,3.4|. Reported procedure: 2.6 ml of 4N sodium nitrite was added to a solution of 2.35 g of 6-amino-1-(4-picolyl)-uracil in 25 ml of water and 4 ml of 5N HCl. After 15 minutes, 10 ml of 1N sodium bicarbonate was added. The solid was collected, washed and dried to give the title compound (2.15 g).